From a dataset of the Open Reaction Database (ORD), a public repository of structured organic reaction records. describe an organic reaction: reactants, conditions, products, and yield The reactants are II (iodine), C(C)[Zn]CC (diethyl zinc), ClCI (chloroiodomethane), Intermediate 15, C1(=CC=CC=C1)[C@@H]1N(CC=C1CO)S(=O)(=O)C1=CC=C(C=C1)C ([(S)-2-phenyl-1-(toluene-4-sulfonyl)-2,5-dihydro-1H-pyrrol-3-yl]-methanol), C(C)[Zn]CC (diethyl zinc). The reagents and catalysts are C(C)[Zn]CC (diethyl zinc). The solvent is C(Cl)Cl (methylene chloride), [Cl-].[NH4+] (ammonium chloride). Yields the product C1(=CC=CC=C1)C1C2(CC2CN1S(=O)(=O)C1=CC=C(C=C1)C)CO ([2-Phenyl-3-(toluene-4-sulfonyl)-3-aza-bicyclo[3.1.0]hex-1-yl]-methanol). The yield is 97.7%. RXN SMILES: [C:1]1([C@H:7]2[C:11]([CH2:12][OH:13])=[CH:10][CH2:9][N:8]2[S:14]([C:17]2[CH:22]=[CH:21][C:20]([CH3:23])=[CH:19][CH:18]=2)(=[O:16])=[O:15])[CH:6]=[CH:5][CH:4]=[CH:3][CH:2]=1.[CH2:24]([Zn]CC)C.II.ClCI>[Cl-].[NH4+].C([Zn]CC)C.C(Cl)Cl>[C:1]1([CH:7]2[N:8]([S:14]([C:17]3[CH:18]=[CH:19][C:20]([CH3:23])=[CH:21][CH:22]=3)(=[O:16])=[O:15])[CH2:9][CH:10]3[C:11]2([CH2:12][OH:13])[CH2:24]3)[CH:2]=[CH:3][CH:4]=[CH:5][CH:6]=1 |f:4.5|. Procedure: To a flask containing racemic Intermediate 15, one enantiomer being [(S)-2-phenyl-1-(toluene-4-sulfonyl)-2,5-dihydro-1H-pyrrol-3-yl]-methanol (19.0 g, 57.8 mmol), and methylene chloride (190 mL) at 0° C. and under nitrogen was added diethyl zinc (1.1M/toluene, 57.8 mL, 63.5 mmol) all at once via syringe. The reaction was stirred for twenty minutes and iodine (14.7 g, 57.7 mmol), another portion of diethyl zinc (1.1M/toluene, 57.7 mL, 63.5 mmol), and chloroiodomethane (8.8 mL, 121.3 mmol) were ad...